Dataset: the Open Reaction Database (ORD), a public repository of structured organic reaction records. Task: describe an organic reaction: reactants, conditions, products, and yield Reported procedure: 7-Benzyloxy-2,3-dihydro-2,2-dimethyl-4-oxobenzopyran synthesized as in Referential Example 22 was dissolved in 60 ml of methanol, and reduced with 1.0 g of sodium borohydride at room temperature. The product was dissolved in 10 ml of tetrahydrofuran, and the solution was added dropwise to a mixture of 1.0 g of 60% sodium hydride and 5 ml of tetrahydrofuran. After generation of hydrogen ceased, 4.3 g of methyl iodide was added dropwise, and the mixture was further stirred for 2.5 hours at room te... Yields the product CC1(OC2=C(C(C1)OC)C=CC(=C2)O)C (2,3-Dihydro-2,2-dimethyl-7-hydroxy-4-methoxy-4H-1-benzopyran). Starting materials: C(C1=CC=CC=C1)OC1=CC2=C(C(CC(O2)(C)C)=O)C=C1 (7-Benzyloxy-2,3-dihydro-2,2-dimethyl-4-oxobenzopyran), [H][H] (hydrogen), [H-].[Na+] (sodium hydride), [BH4-].[Na+] (sodium borohydride), CI (methyl iodide). Conditions: time 2.5 hour. Yield: 58.0%. As a reaction SMILES: C([O:8][C:9]1[CH:21]=[CH:20][C:12]2[C:13](=[O:19])[CH2:14][C:15]([CH3:18])([CH3:17])[O:16][C:11]=2[CH:10]=1)C1C=CC=CC=1.[BH4-].[Na+].[H-].[Na+].[H][H].[CH3:28]I>CO.O1CCCC1>[CH3:17][C:15]1([CH3:18])[CH2:14][CH:13]([O:19][CH3:28])[C:12]2[CH:20]=[CH:21][C:9]([OH:8])=[CH:10][C:11]=2[O:16]1 |f:1.2,3.4|. Solvent: O1CCCC1 (tetrahydrofuran), O1CCCC1 (tetrahydrofuran), CO (methanol).